This data is from the Open Reaction Database (ORD), a public repository of structured organic reaction records. The task is: describe an organic reaction: reactants, conditions, products, and yield The reactants are FC1=CC=C(C=C1)CN(CCC=1C=NN(C1)C1=NC=CC(=C1)C#N)C (2-[4-[2-[(4-fluorophenyl)methyl-methylamino]ethyl]pyrazol-1-yl]pyridine-4-carbonitrile), [OH-].[Na+] (NaOH), C(C)O (ethanol). Product: FC1=CC=C(C=C1)CN(CCC=1C=NN(C1)C1=NC=CC(=C1)C(=O)O)C (2-[4-[2-[(4-fluorophenyl)methyl-methylamino]ethyl]pyrazol-1-yl]pyridine-4-carboxylic acid). Yield: 80.0%. Reaction SMILES: [F:1][C:2]1[CH:7]=[CH:6][C:5]([CH2:8][N:9]([CH3:25])[CH2:10][CH2:11][C:12]2[CH:13]=[N:14][N:15]([C:17]3[CH:22]=C(C#N)[CH:20]=[CH:19][N:18]=3)[CH:16]=2)=[CH:4][CH:3]=1.[OH-:26].[Na+].[CH2:28]([OH:30])[CH3:29]>>[F:1][C:2]1[CH:7]=[CH:6][C:5]([CH2:8][N:9]([CH3:25])[CH2:10][CH2:11][C:12]2[CH:13]=[N:14][N:15]([C:17]3[CH:22]=[C:29]([C:28]([OH:26])=[O:30])[CH:20]=[CH:19][N:18]=3)[CH:16]=2)=[CH:4][CH:3]=1 |f:1.2|. Reported procedure: Charged 2-[4-[2-[(4-fluorophenyl)methyl-methylamino]ethyl]pyrazol-1-yl]pyridine-4-carbonitrile (270 mg, 0.8 mmol), NaOH aqueous (5M, 0.5 mL) and ethanol (10 mL) to a flask, the mixture was then heated to reflux for half an hour, cooled in an ice-water bath, adjusted PH to 3˜4, filtered, collected the solid and dried to give the title compound (226 mg, 80%). 1H NMR (400 MHz, DMSO-d6): 2.70 (3H, s), 3.01-3.06 (2H, m), 3.25-3.27 (1H, m), 3.31-3.39 (1H, m), 4.26-4.30 (1H, m), 4.44-4.48 (1H, m), 7.29... The reactants are Br, Cc1nc2cc(N)ccc2s1, Cl, Cl, [Cu]Br, O=N[O-], [NH4+], [Na+], [OH-], O. Yields the product Cc1nc2cc(Br)ccc2s1. RXN SMILES: [BrH:21].[CH3:7][c:8]1[s:9][c:10]2[c:11]([n:12]1)[cH:13][c:14]([NH2:17])[cH:15][cH:16]2.[ClH:5].[ClH:6].[Cu:22][Br:23].[N:1]([O-:2])=[O:3].[NH4+:19].[Na+:4].[OH-:20].[OH2:18]>>[CH3:7][c:8]1[s:9][c:10]2[c:11]([n:12]1)[cH:13][c:14]([Br:21])[cH:15][cH:16]2. Reactants: C(C)OC(CC#N)=O (cyanoacetic acid ethyl ester), C1=CC=C2C(=C1)C=CC=C2C=O (1-naphthylaldehyde), N1CCCCC1 (piperidine), C(C)(=O)O (acetic acid). The solvent is C1=CC=CC=C1 (benzene). Product: C(C)OC(C(=CC1=CC=CC2=CC=CC=C12)C#N)=O (2-cyano-3-(1-naphthyl)propenoic acid ethyl ester). Yield: 85.8%. As a reaction SMILES: [CH2:1]([O:3][C:4](=[O:8])[CH2:5][C:6]#[N:7])[CH3:2].[CH:9]1[CH:14]=[C:13]2[CH:15]=[CH:16][CH:17]=[C:18]([CH:19]=O)[C:12]2=[CH:11][CH:10]=1.N1CCCCC1.C(O)(=O)C>C1C=CC=CC=1>[CH2:1]([O:3][C:4](=[O:8])[C:5]([C:6]#[N:7])=[CH:19][C:18]1[C:12]2[C:13](=[CH:14][CH:9]=[CH:10][CH:11]=2)[CH:15]=[CH:16][CH:17]=1)[CH3:2]. Procedure details: To a solution of 7.8 g of cyanoacetic acid ethyl ester and 10.0 g of 1-naphthylaldehyde in 150 ml of benzene were added 2 ml of piperidine and 2 ml of acetic acid, the mixture was heated under reflux for 3 hours while removing water formed during the reaction using a molecular sieve. After cooling, the reaction mixture was washed successively with a saturated sodium bicarbonate aqueous solution, water, diluted hydrochloric acid and water, dried over anhydrous magnesium sulfate, and then concentr... Starting materials: CSC1=CC=C(CN=[N+]=[N-])C=C1 (4-(methylthio)benzylazide), C(Cl)Cl (CH2Cl2), SO2Cl2. Run at temperature 5 celsius, time 1.5 hour. The product is ClCSC1=CC=C(CN=[N+]=[N-])C=C1 (4-[(Chloromethyl)thio]benzylazide). Reaction SMILES: [CH3:1][S:2][C:3]1[CH:12]=[CH:11][C:6]([CH2:7][N:8]=[N+:9]=[N-:10])=[CH:5][CH:4]=1.C(Cl)[Cl:14]>>[Cl:14][CH2:1][S:2][C:3]1[CH:12]=[CH:11][C:6]([CH2:7][N:8]=[N+:9]=[N-:10])=[CH:5][CH:4]=1. Procedure details: A solution of 4-(methylthio)benzylazide (0.359 g, 2 mmol) in CH2Cl2 was cooled in ice and treated slowly with SO2Cl2 (0.297 g, 2.2 mmol). The reaction mixture was stirred at 5° C. for 1.5 h and then evaporated to dryness. The crude compound was obtained as a yellow oil. The reactants are CO, Cl, COC(=O)c1ccc(C(=O)C2CCCC3=Cc4c(-c5ccc(F)cc5)ncn4CC32C)s1, [Na+], [OH-], O, O=C(O)CC(O)(CC(=O)O)C(=O)O. The product is CC12Cn3cnc(-c4ccc(F)cc4)c3C=C1CCCC2C(=O)c1ccc(C(=O)O)s1. RXN SMILES: [CH3:49][OH:50].[ClH:35].[F:1][c:2]1[cH:3][cH:4][c:5](-[c:8]2[n:9][cH:10][n:11]3[c:20]2[CH:19]=[C:18]2[C:13]([CH3:32])([CH2:12]3)[CH:14]([C:21](=[O:22])[c:23]3[cH:24][cH:25][c:26]([C:28](=[O:29])[O:30][CH3:31])[s:27]3)[CH2:15][CH2:16][CH2:17]2)[cH:6][cH:7]1.[Na+:34].[OH-:33].[OH2:51].[OH:36][C:37]([CH2:38][C:39]([C:40](=[O:41])[OH:42])([CH2:43][C:44](=[O:45])[OH:46])[OH:47])=[O:48]>>[F:1][c:2]1[cH:3][cH:4][c:5](-[c:8]2[n:9][cH:10][n:11]3[c:20]2[CH:19]=[C:18]2[C:13]([CH3:32])([CH2:12]3)[CH:14]([C:21](=[O:22])[c:23]3[cH:24][cH:25][c:26]([C:28](=[O:29])[OH:30])[s:27]3)[CH2:15][CH2:16][CH2:17]2)[cH:6][cH:7]1. RXN SMILES: [C:1]([N:5]=[N:6][C:7]([N:15]=[C:16]=[S:17])([C:9]1[CH:14]=[CH:13][CH:12]=[CH:11][CH:10]=1)[CH3:8])([CH3:4])([CH3:3])[CH3:2].[CH2:18]([NH2:22])[CH:19]([CH3:21])[CH3:20].[N-]=C=O>>[C:1]([N:5]=[N:6][C:7]([NH:15][C:16]([NH:22][CH2:18][CH:19]([CH3:21])[CH3:20])=[S:17])([C:9]1[CH:10]=[CH:11][CH:12]=[CH:13][CH:14]=1)[CH3:8])([CH3:2])([CH3:3])[CH3:4]. The product is C(C)(C)(C)N=NC(C)(C1=CC=CC=C1)NC(=S)NCC(C)C (N-[1-(t-Butylazo)-1-phenylethyl]-N'-isobutylthiourea). Reaction conditions: time 30 minute. The reactants are C(C)(C)(C)N=NC(C)(C1=CC=CC=C1)N=C=S (1-t-butylazo-1-isothiocyanato-1-phenylethane), C(C(C)C)N (isobutylamine), [N-]=C=O (isocyanate). Procedure: To 9.25 grams (0.0375 moles) of 1-t-butylazo-1-isothiocyanato-1-phenylethane stirred with a magnetic stirrer in a 50 ml erlenmeyer flask was added 2.75 grams (0.0375 moles) of isobutylamine. The reaction mixture was stirred for 30 minutes at room temperature at which time an infrared spectrum of the reaction mixture showed the complete absence of the isocyanate band at 2225 cm-1. The orange liquid weighed 10.2 grams (85% crude yield) and its infrared spectrum contained a strong band around 1530 ... The yield is 78.4%. As a reaction SMILES: [CH:1]1([N:6]2[C:14]3[C:9](=[CH:10][CH:11]=[CH:12][C:13]=3[F:15])[C:8]([C:16]3[CH:21]=[CH:20][C:19]([O:22]C)=[CH:18][C:17]=3[O:24]C)=[N:7]2)[CH2:5][CH2:4][CH2:3][CH2:2]1.B(Br)(Br)Br.C1CCCCC=1>>[CH:1]1([N:6]2[C:14]3[C:9](=[CH:10][CH:11]=[CH:12][C:13]=3[F:15])[C:8]([C:16]3[CH:21]=[CH:20][C:19]([OH:22])=[CH:18][C:17]=3[OH:24])=[N:7]2)[CH2:2][CH2:3][CH2:4][CH2:5]1. Product: C1(CCCC1)N1N=C(C2=CC=CC(=C12)F)C1=C(C=C(C=C1)O)O (4-(1-cyclopentyl-7-fluoro-1H-indazole-3-yl)benzene-1,3-diol). Reported procedure: Prepared according to Method D step C from 1-cyclopentyl-3-(2,4-dimethoxyphenyl)-7-fluoro-1H-indazole (0.225 g, 0.6 mmol), boron tribromide (0.5 mL, 5 mmol) and 1.0 mL of cyclohexene to give the product (0.147 g) as a white solid. Starting materials: C1(CCCC1)N1N=C(C2=CC=CC(=C12)F)C1=C(C=C(C=C1)OC)OC (1-cyclopentyl-3-(2,4-dimethoxyphenyl)-7-fluoro-1H-indazole), B(Br)(Br)Br (boron tribromide), C1=CCCCC1 (cyclohexene). Reactants: O=C([O-])[O-], CN1C(=O)CCC2(C)c3ccc(S)cc3CCC12, CCOC(C)=O, Clc1cnc2ccccc2n1, [K+], [K+], CN(C)C=O. Reaction SMILES: [C:19](=[O:20])([O-:21])[O-:22].[CH3:1][N:2]1[C:3](=[O:18])[CH2:4][CH2:5][C:6]2([CH3:17])[c:7]3[c:8]([cH:12][c:13]([SH:16])[cH:14][cH:15]3)[CH2:9][CH2:10][CH:11]12.[CH3:41][CH2:42][O:43][C:44](=[O:45])[CH3:46].[Cl:25][c:26]1[n:27][c:28]2[cH:29][cH:30][cH:31][cH:32][c:33]2[n:34][cH:35]1.[K+:23].[K+:24].[O:36]=[CH:37][N:38]([CH3:39])[CH3:40]>>[CH3:1][N:2]1[C:3](=[O:18])[CH2:4][CH2:5][C:6]2([CH3:17])[c:7]3[c:8]([cH:12][c:13]([S:16][c:26]4[n:27][c:28]5[cH:29][cH:30][cH:31][cH:32][c:33]5[n:34][cH:35]4)[cH:14][cH:15]3)[CH2:9][CH2:10][CH:11]12. The product is CN1C(=O)CCC2(C)c3ccc(Sc4cnc5ccccc5n4)cc3CCC12.